Dataset: the Open Reaction Database (ORD), a public repository of structured organic reaction records. Task: describe an organic reaction: reactants, conditions, products, and yield The reactants are ClC(CC)N(C)C (1-chloro-N,N-dimethyl propyl amine), ice, [Li]CCCC (BuLi), CO (MeOH), CNC1=CC=C(C=C1)OC12CC3CC(CC(C1)C3)C2 (N-methyl-p-(1-adamantyloxy)aniline), 4'-(1- adamantyloxy)-N-methyl-N-[3-(dimethylamino)propyl]aniline. Solvent: C1(=CC=CC=C1)C (toluene), C1CCOC1 (THF), C1CCOC1 (THF), CCCCC (pentane). Conditions: time 1 hour. Product: C12(CC3CC(CC(C1)C3)C2)OC2=CC=C(N(CCCN(C)C)C)C=C2 (4-(1-Adamantyloxy)-N-methyl-N-[3-(dimethylamino)propyl]aniline). Reaction SMILES: CO.[CH3:3][NH:4][C:5]1[CH:10]=[CH:9][C:8]([O:11][C:12]23[CH2:21][CH:16]4[CH2:17][CH:18]([CH2:20][CH:14]([CH2:15]4)[CH2:13]2)[CH2:19]3)=[CH:7][CH:6]=1.[Li][CH2:23]CCC.Cl[CH:28]([N:31]([CH3:33])[CH3:32])[CH2:29]C>CCCCC.C1COCC1.C1(C)C=CC=CC=1>[C:12]12([O:11][C:8]3[CH:7]=[CH:6][C:5]([N:4]([CH3:23])[CH2:3][CH2:29][CH2:28][N:31]([CH3:33])[CH3:32])=[CH:10][CH:9]=3)[CH2:21][CH:16]3[CH2:15][CH:14]([CH2:20][CH:18]([CH2:17]3)[CH2:19]1)[CH2:13]2. Procedure: To an ice:MeOH cooled solution of 2.0 g. (0.078 mole) of N-methyl-p-(1-adamantyloxy)aniline in 20 ml. THF was added 4.75 ml. of 1.64N BuLi in pentane. A solution of a 1:1 mixture of toluene and 1-chloro-N,N-dimethyl propyl amine in 20 ml. THF was then added and the mixture stirred at room temperature for 1 hour and at reflux for 20 hours. The bulk of the solvent was removed in vacuum and the residue dissolved in H2O and Et2O. The organic layer was washed with H2O and brine and taken to dryness. ... Starting materials: CCOC(=O)CCCCSc1nc2c(F)c(F)cc(F)c2s1, CO, [Na+], C1COCCO1, [OH-], O. Yields the product O=C(O)CCCCSc1nc2c(F)c(F)cc(F)c2s1. RXN SMILES: [CH2:9]([CH3:10])[O:11][C:12]([CH2:13][CH2:14][CH2:15][CH2:16][S:17][c:18]1[s:19][c:20]2[c:21]([n:22]1)[c:23]([F:29])[c:24]([F:28])[cH:25][c:26]2[F:27])=[O:30].[CH3:7][OH:8].[Na+:32].[O:1]1[CH2:2][CH2:3][O:4][CH2:5][CH2:6]1.[OH-:31].[OH2:33]>>[O:11]=[C:12]([CH2:13][CH2:14][CH2:15][CH2:16][S:17][c:18]1[s:19][c:20]2[c:21]([n:22]1)[c:23]([F:29])[c:24]([F:28])[cH:25][c:26]2[F:27])[OH:30].